From a dataset of the Open Reaction Database (ORD), a public repository of structured organic reaction records. describe an organic reaction: reactants, conditions, products, and yield Reactants: S(=O)(=O)(O)C1=C(C(=C(C(=C1)Cl)C)Cl)O (2-SULFO-4,6-DICHLORO-5-METHYLPHENOL), S(O)(O)(=O)=O (sulfuric acid), [N+](=O)(O)[O-] (NITRIC ACID), ClC1=CC=C(C=C1C)O (4-CHLORO-5-METHYLPHENOL), S(=O)(=O)(O)C1=C(C=C(C(=C1)Cl)C)O (2-SULFO-4-CHLORO-5-METHYLPHENOL). Yields the product [N+](=O)([O-])C1=C(C(=C(C(=C1)Cl)C)Cl)O (2-NITRO-4,6-DICHLORO-5-METHYLPHENOL), DESIRED PRODUCT, S(=O)(=O)(O)C1=C(C=C(C(=C1)Cl)C)O (2-sulfo-4-chloro-5-methylphenol). Reaction SMILES: ClC1C(C)=CC(O)=CC=1.[S:10]([C:14]1[CH:19]=[C:18]([Cl:20])[C:17]([CH3:21])=[CH:16][C:15]=1[OH:22])([OH:13])(=[O:12])=[O:11].S([C:27]1[CH:32]=[C:31]([Cl:33])[C:30]([CH3:34])=[C:29]([Cl:35])[C:28]=1[OH:36])(O)(=O)=O.[N+:37]([O-])([OH:39])=[O:38].S(=O)(=O)(O)O>>[N+:37]([C:27]1[CH:32]=[C:31]([Cl:33])[C:30]([CH3:34])=[C:29]([Cl:35])[C:28]=1[OH:36])([O-:39])=[O:38].[S:10]([C:14]1[CH:19]=[C:18]([Cl:20])[C:17]([CH3:21])=[CH:16][C:15]=1[OH:22])([OH:13])(=[O:11])=[O:12]. Procedure details: 2-NITRO-4,6-DICHLORO-5-METHYLPHENOL IS PREPARED BY THE SULFONATION OF 4-CHLORO-5-METHYLPHENOL TO FORM 2-SULFO-4-CHLORO-5-METHYLPHENOL WHICH IS CHLORINATED TO 2-SULFO-4,6-DICHLORO-5-METHYLPHENOL WHICH IS IN TURN REACTED WITH NITRIC ACID TO FORM THE DESIRED PRODUCT. The sulfonation is carried out with concentrated sulfuric acid at elevated temperatures to form 2-sulfo-4-chloro-5-methylphenol. Thereafter the reaction mixture is diluted with water to a sulfuric acid content of 20-30%. The resulting ... Starting materials: O=C(F)F, C[Si-](C)(C)(F)F, CC#N, CN(C)[S+](N(C)C)N(C)C. Yields the product [O-]C(F)(F)F, CN(C)[S+](N(C)C)N(C)C. RXN SMILES: [C:1](=[O:2])([F:3])[F:4].[CH3:15][Si-:16]([CH3:17])([F:18])([F:19])[CH3:20].[CH3:21][C:22]#[N:23].[CH3:5][N:6]([S+:7]([N:8]([CH3:9])[CH3:10])[N:11]([CH3:12])[CH3:13])[CH3:14]>>[C:1]([O-:2])([F:3])([F:4])[F:18].[CH3:5][N:6]([S+:7]([N:8]([CH3:9])[CH3:10])[N:11]([CH3:12])[CH3:13])[CH3:14]. The reactants are CC(C)([O-])C.[K+] (potassium t-butoxide), COC(C(C1=CC=CC=C1)=O)C1=CC=CC=C1 (Benzoin methyl ether), C(C=C)Br (Allyl Bromide). Run in C(C)(C)(C)O (t-butanol). Run at time 15 minute. The product is COC(C(C1=C(C=CC=C1)CC=C)=O)C1=CC=CC=C1 (allylbenzoin methyl ether). The yield is 83.6%. Reaction SMILES: [CH3:1][O:2][CH:3]([C:12]1[CH:17]=[CH:16][CH:15]=[CH:14][CH:13]=1)[C:4](=[O:11])[C:5]1[CH:10]=[CH:9][CH:8]=[CH:7][CH:6]=1.[CH3:18][C:19](C)([O-])[CH3:20].[K+].C(Br)C=C>C(O)(C)(C)C>[CH3:1][O:2][CH:3]([C:12]1[CH:17]=[CH:16][CH:15]=[CH:14][CH:13]=1)[C:4](=[O:11])[C:5]1[CH:10]=[CH:9][CH:8]=[CH:7][C:6]=1[CH2:20][CH:19]=[CH2:18] |f:1.2|. Procedure: Benzoin methyl ether (50 g) and t-butanol (500 g) were added to a 1 liter, 3neck, round bottom flask equipped with magnetic stirrer, and placed in an oil bath at 80° C. To this mixture, 33.7 g of potassium t-butoxide was added and the solution stirred for 15 minutes. Allyl Bromide (42.3 g) was added dropwise over a 1 hour period and stirring was continued at 85° C. for 2 more hours then cooled to room temperature. After evaporation of t-butanol and filtration of potassium bromide, the product wa... Reactants: NC1=C(C=CC=C1)C(C1=CC(=CC=C1)OC)NC1CCN(CC1)CC1=CC=CC=C1 (α-(2-aminophenyl)-N-(benzylpiperidin-4-yl)-3-methoxybenzylamine), C(=O)(N1C=NC=C1)N1C=NC=C1 (carbonyldiimidazole). Run in C1CCOC1 (THF). Product: C(C1=CC=CC=C1)N1CCC(CC1)N1C(NC2=CC=CC=C2C1C1=CC(=CC=C1)OC)=O (3-(1-Benzylpiperidin-4-yl)-4-(3-methoxyphenyl)-3,4-dihydro-2(1H)-quinazolinone). The yield is 98.5%. Reaction SMILES: [NH2:1][C:2]1[CH:7]=[CH:6][CH:5]=[CH:4][C:3]=1[CH:8]([NH:17][CH:18]1[CH2:23][CH2:22][N:21]([CH2:24][C:25]2[CH:30]=[CH:29][CH:28]=[CH:27][CH:26]=2)[CH2:20][CH2:19]1)[C:9]1[CH:14]=[CH:13][CH:12]=[C:11]([O:15][CH3:16])[CH:10]=1.[C:31](N1C=CN=C1)(N1C=CN=C1)=[O:32]>C1COCC1>[CH2:24]([N:21]1[CH2:22][CH2:23][CH:18]([N:17]2[CH:8]([C:9]3[CH:14]=[CH:13][CH:12]=[C:11]([O:15][CH3:16])[CH:10]=3)[C:3]3[C:2](=[CH:7][CH:6]=[CH:5][CH:4]=3)[NH:1][C:31]2=[O:32])[CH2:19][CH2:20]1)[C:25]1[CH:30]=[CH:29][CH:28]=[CH:27][CH:26]=1. Reported procedure: To a solution of 2.65 g (6.60 mmol) of α-(2-aminophenyl)-N-(benzylpiperidin-4-yl)-3-methoxybenzylamine in 53 ml of THF, 1.50 g (9.24 mmol) of carbonyldiimidazole were added and stirred under reflux-heating for 3 hours. After allowed to stand cool, the reaction mixture was concentrated under reduced pressure and the obtained residue was purified by silica gel column chromatography (1% methanol/chloroform) to give 2.8 g (6.5 mmol) of the title compound as colorless amorphous. Reactants: CCOC(C)(C)c1cc(NC(=O)Oc2ccccc2)n(-c2ccccc2)n1, C1CCOC1, COCCOc1cc2ncnc(Sc3cccc(N)c3)c2cc1OC, CCN(C(C)C)C(C)C. Product: CCOC(C)(C)c1cc(NC(=O)Nc2cccc(Sc3ncnc4cc(OCCOC)c(OC)cc34)c2)n(-c2ccccc2)n1. RXN SMILES: [CH2:1]([CH3:2])[O:3][C:4]([CH3:5])([CH3:6])[c:7]1[n:8][n:9](-[c:22]2[cH:23][cH:24][cH:25][cH:26][cH:27]2)[c:10]([NH:12][C:13]([O:14][c:15]2[cH:16][cH:17][cH:18][cH:19][cH:20]2)=[O:21])[cH:11]1.[CH2:62]1[O:63][CH2:64][CH2:65][CH2:66]1.[CH3:28][O:29][c:30]1[cH:31][c:32]2[c:33]([S:45][c:46]3[cH:47][c:48]([NH2:49])[cH:50][cH:51][cH:52]3)[n:34][cH:35][n:36][c:37]2[cH:38][c:39]1[O:40][CH2:41][CH2:42][O:43][CH3:44].[CH:53]([N:54]([CH2:55][CH3:56])[CH:57]([CH3:58])[CH3:59])([CH3:60])[CH3:61]>>[CH2:1]([CH3:2])[O:3][C:4]([CH3:5])([CH3:6])[c:7]1[n:8][n:9](-[c:22]2[cH:23][cH:24][cH:25][cH:26][cH:27]2)[c:10]([NH:12][C:13](=[O:21])[NH:49][c:48]2[cH:47][c:46]([S:45][c:33]3[c:32]4[cH:31][c:30]([O:29][CH3:28])[c:39]([O:40][CH2:41][CH2:42][O:43][CH3:44])[cH:38][c:37]4[n:36][cH:35][n:34]3)[cH:52][cH:51][cH:50]2)[cH:11]1. Starting materials: COC(=O)c1csc(NC(=O)C(Cc2ccccc2)NC(=O)OC(C)(C)C)n1, ClCCl, O=C(O)C(F)(F)F. The product is COC(=O)c1csc(NC(=O)C(N)Cc2ccccc2)n1. As a reaction SMILES: [CH3:1][O:2][C:3](=[O:4])[c:5]1[n:6][c:7]([NH:10][C:11]([CH:12]([CH2:13][c:14]2[cH:15][cH:16][cH:17][cH:18][cH:19]2)[NH:20][C:21]([O:22][C:23]([CH3:24])([CH3:25])[CH3:26])=[O:27])=[O:28])[s:8][cH:9]1.[Cl:36][CH2:37][Cl:38].[OH:29][C:30]([C:31]([F:32])([F:33])[F:34])=[O:35]>>[CH3:1][O:2][C:3](=[O:4])[c:5]1[n:6][c:7]([NH:10][C:11]([CH:12]([CH2:13][c:14]2[cH:15][cH:16][cH:17][cH:18][cH:19]2)[NH2:20])=[O:28])[s:8][cH:9]1. The reactants are Example 5-30, C(CCC)[Li] (n-Butyllithium), BrC1=CC(=C(C=C1)S(=O)(=O)C1CC1)Cl (4-bromo-2-chloro-1-(cyclopropylsulfonyl)benzene), B(OC(C)C)(OC(C)C)OC(C)C (triisopropyl borate), Cl (hydrochloric acid). The solvent is O1CCCC1 (tetrahydrofuran). Reaction conditions: temperature -78 celsius, time 3 hour. Product: crude product, ClC=1C=C(C=CC1S(=O)(=O)C1CC1)B(O)O (3-chloro-4-(cyclopropylsulfonyl)phenylboronic acid). Reaction SMILES: C([Li])CCC.Br[C:7]1[CH:12]=[CH:11][C:10]([S:13]([CH:16]2[CH2:18][CH2:17]2)(=[O:15])=[O:14])=[C:9]([Cl:19])[CH:8]=1.[B:20](OC(C)C)([O:25]C(C)C)[O:21]C(C)C.Cl>O1CCCC1>[Cl:19][C:9]1[CH:8]=[C:7]([B:20]([OH:25])[OH:21])[CH:12]=[CH:11][C:10]=1[S:13]([CH:16]1[CH2:18][CH2:17]1)(=[O:15])=[O:14]. Procedure details: n-Butyllithium (1.6 M solution in hexane, 9.2 mL) was added dropwise to a solution of 4-bromo-2-chloro-1-(cyclopropylsulfonyl)benzene obtained in Reference Example 5-30 (1.45 g) and triisopropyl borate (5.54 g) in tetrahydrofuran (15 mL) under cooling at an external temperature of −78° C. in a nitrogen atmosphere, after which the mixture was stirred at the same temperature for three hours. 1 M hydrochloric acid (10 mL) was added and the reaction solution, still basic, was extracted with chlorofo...